From a dataset of the Open Reaction Database (ORD), a public repository of structured organic reaction records. describe an organic reaction: reactants, conditions, products, and yield Reactants: CC(C)(C)O, C1CCOC1, CC(C)(C)[O-], CC(C)CCCC(C)C1=CCC2C3CCC4=CC(=O)CCC4(C)C3CCC12C, CI, [K+]. Yields the product CC(C)CCCC(C)C1=CCC2C3CC=C4CC(=O)CCC4(C)C3CCC12C. Reaction SMILES: [C:37]([OH:38])([CH3:39])([CH3:40])[CH3:41].[CH2:42]1[O:43][CH2:44][CH2:45][CH2:46]1.[CH3:1][C:2]([CH3:3])([O-:4])[CH3:5].[CH3:7][CH:8]([CH3:9])[CH2:10][CH2:11][CH2:12][CH:13]([CH3:14])[C:15]1=[CH:16][CH2:17][CH:18]2[CH:19]3[CH2:20][CH2:21][C:22]4=[CH:23][C:24](=[O:34])[CH2:25][CH2:26][C:27]4([CH3:28])[CH:29]3[CH2:30][CH2:31][C:32]12[CH3:33].[I:35][CH3:36].[K+:6]>>[CH3:7][CH:8]([CH3:9])[CH2:10][CH2:11][CH2:12][CH:13]([CH3:14])[C:15]1=[CH:16][CH2:17][CH:18]2[CH:19]3[CH2:20][CH:21]=[C:22]4[CH2:23][C:24](=[O:34])[CH2:25][CH2:26][C:27]4([CH3:28])[CH:29]3[CH2:30][CH2:31][C:32]12[CH3:33].